Dataset: the Open Reaction Database (ORD), a public repository of structured organic reaction records. Task: describe an organic reaction: reactants, conditions, products, and yield Reactants: [Si](C)(C)(C(C)(C)C)OC1=CC=C(CC=2C=C(C=CC2Cl)C2(O[C@@H]([C@H]([C@@H]([C@H]2O)O)O)CO)OC)C=C1 ((3R,4S,5S,6R)-2-(3-(4-((tert-butyldimethylsilyl)oxy)benzyl)-4-chlorophenyl)-6-(hydroxymethyl)-2-methoxytetrahydro-2H-pyran-3,4,5-triol), O.O.O.[F-].C(CCC)[N+](CCCC)(CCCC)CCCC (tetrabutyl ammonium fluoride trihydrate). Run in O1CCCC1 (tetrahydrofuran). Conditions: time 2 hour. Yields the product ClC1=C(C=C(C=C1)C1(O[C@@H]([C@H]([C@@H]([C@H]1O)O)O)CO)OC)CC1=CC=C(C=C1)O ((3R,4S,5S,6R)-2-(4-chloro-3-(4-hydroxybenzyl)phenyl)-6-(hydroxymethyl)-2-methoxytetrahydro-2H-pyran-3,4,5-triol). Isolated yield 92.3%. As a reaction SMILES: [Si]([O:8][C:9]1[CH:35]=[CH:34][C:12]([CH2:13][C:14]2[CH:15]=[C:16]([C:21]3([O:32][CH3:33])[C@H:26]([OH:27])[C@@H:25]([OH:28])[C@H:24]([OH:29])[C@@H:23]([CH2:30][OH:31])[O:22]3)[CH:17]=[CH:18][C:19]=2[Cl:20])=[CH:11][CH:10]=1)(C(C)(C)C)(C)C.O.O.O.[F-].C([N+](CCCC)(CCCC)CCCC)CCC>O1CCCC1>[Cl:20][C:19]1[CH:18]=[CH:17][C:16]([C:21]2([O:32][CH3:33])[C@H:26]([OH:27])[C@@H:25]([OH:28])[C@H:24]([OH:29])[C@@H:23]([CH2:30][OH:31])[O:22]2)=[CH:15][C:14]=1[CH2:13][C:12]1[CH:11]=[CH:10][C:9]([OH:8])=[CH:35][CH:34]=1 |f:1.2.3.4.5|. Procedure: The crude (3R,4S,5S,6R)-2-(3-(4-((tert-butyldimethylsilyl)oxy)benzyl)-4-chlorophenyl)-6-(hydroxymethyl)-2-methoxytetrahydro-2H-pyran-3,4,5-triol (9.0 g) was dissolved in tetrahydrofuran (70 mL). To the resulting solution was added tetrabutyl ammonium fluoride trihydrate (22.1 g, 70 mmol). The resulting mixture was stirred at room temperature for 2 hr, and concentrated under a reduced pressure. To the mixture were added ethyl acetate (400 mL) and water (200 mL). The resulting mixture was separate...